This data is from the Open Reaction Database (ORD), a public repository of structured organic reaction records. The task is: describe an organic reaction: reactants, conditions, products, and yield Reactants: CC(C)(C)OC(=O)N1CCc2ccoc2C1, CO, Cl. Yields the product Cl, c1cc2c(o1)CNCC2. RXN SMILES: [C:1]([O:2][C:3](=[O:4])[N:8]1[CH2:9][c:10]2[c:11]([cH:14][cH:15][o:16]2)[CH2:12][CH2:13]1)([CH3:5])([CH3:6])[CH3:7].[CH3:18][OH:19].[ClH:17]>>[ClH:17].[NH:8]1[CH2:9][c:10]2[c:11]([cH:14][cH:15][o:16]2)[CH2:12][CH2:13]1. Starting materials: C(=O)(OC(C)(C)C)OC(=O)[O-] (t-butyl dicarbonate), Cl.Cl.N1CCC(CC1)C1CCNCC1 (4,4′-bipiperidine dihydrochloride). Run in C(C)O (ethanol), C(C)O (ethanol), [OH-].[Na+] (sodium hydroxide). Reaction conditions: temperature 10 celsius, time 1 hour. Yields the product N1CCC(CC1)C1CCN(CC1)C(=O)OC(C)(C)C (4-(4-piperidinyl)-1-piperidinecarboxylic acid, 1,1-dimethylethyl ester). The yield is 72.0%. Reaction SMILES: Cl.Cl.[NH:3]1[CH2:8][CH2:7][CH:6]([CH:9]2[CH2:14][CH2:13][NH:12][CH2:11][CH2:10]2)[CH2:5][CH2:4]1.[C:15](OC([O-])=O)([O:17][C:18]([CH3:21])([CH3:20])[CH3:19])=[O:16]>C(O)C.[OH-].[Na+]>[NH:3]1[CH2:8][CH2:7][CH:6]([CH:9]2[CH2:14][CH2:13][N:12]([C:15]([O:17][C:18]([CH3:21])([CH3:20])[CH3:19])=[O:16])[CH2:11][CH2:10]2)[CH2:5][CH2:4]1 |f:0.1.2,5.6|. Procedure: A solution is prepared of 41 g (0.17 M) of 4,4′-bipiperidine dihydrochloride in 250 ml of ethanol and 250 ml of 2N sodium hydroxide. A solution of 18.5 g (0.085 M) of t-butyl dicarbonate in 100 ml of ethanol are added slowly, at 0° C. The reaction mixture is agitated for 1 hour at 10° C. and the ethanol is then removed by an evaporator, under reduced pressure. The residual aqueous phase is saturated with sodium chloride and extracted with ethyl acetate. The organic phase obtained is dried over m... Starting materials: C=CCN(C(=O)Nc1ccc(OC)cc1)c1ccc2nc(NC3CCc4ccccc43)ccc2c1, CO, [H][H]. Product: CCCN(C(=O)Nc1ccc(OC)cc1)c1ccc2nc(NC3CCc4ccccc43)ccc2c1. RXN SMILES: [CH2:1]([CH:2]=[CH2:3])[N:4]([C:5](=[O:6])[NH:7][c:8]1[cH:9][cH:10][c:11]([O:14][CH3:15])[cH:12][cH:13]1)[c:16]1[cH:17][c:18]2[cH:19][cH:20][c:21]([NH:26][CH:27]3[CH2:28][CH2:29][c:30]4[cH:31][cH:32][cH:33][cH:34][c:35]43)[n:22][c:23]2[cH:24][cH:25]1.[CH3:38][OH:39].[H:36][H:37]>>[CH2:1]([CH2:2][CH3:3])[N:4]([C:5](=[O:6])[NH:7][c:8]1[cH:9][cH:10][c:11]([O:14][CH3:15])[cH:12][cH:13]1)[c:16]1[cH:17][c:18]2[cH:19][cH:20][c:21]([NH:26][CH:27]3[CH2:28][CH2:29][c:30]4[cH:31][cH:32][cH:33][cH:34][c:35]43)[n:22][c:23]2[cH:24][cH:25]1.